Dataset: the Open Reaction Database (ORD), a public repository of structured organic reaction records. Task: describe an organic reaction: reactants, conditions, products, and yield Starting materials: ClC=1N=C(C2=C(N1)C(=C(S2)C=O)C)N2CCOCC2 (2-Chloro-7-methyl-4-morpholinothieno-[3,2-d]pyrimidine-6-carbaldehyde), C(=O)(OC(C)(C)C)N1CCNCC1 (Boc-piperazine). Product: ClC=1N=C(C2=C(N1)C(=C(S2)CN2CCN(CC2)C(=O)OC(C)(C)C)C)N2CCOCC2 (tert-butyl 4-((2-chloro-7-methyl-4-morpholinothieno[3,2-d]pyrimidin-6-yl)methyl)piperazine-1-carboxylate). Reaction SMILES: [Cl:1][C:2]1[N:3]=[C:4]([N:14]2[CH2:19][CH2:18][O:17][CH2:16][CH2:15]2)[C:5]2[S:10][C:9]([CH:11]=O)=[C:8]([CH3:13])[C:6]=2[N:7]=1.[C:20]([N:27]1[CH2:32][CH2:31][NH:30][CH2:29][CH2:28]1)([O:22][C:23]([CH3:26])([CH3:25])[CH3:24])=[O:21]>>[Cl:1][C:2]1[N:3]=[C:4]([N:14]2[CH2:19][CH2:18][O:17][CH2:16][CH2:15]2)[C:5]2[S:10][C:9]([CH2:11][N:30]3[CH2:29][CH2:28][N:27]([C:20]([O:22][C:23]([CH3:26])([CH3:25])[CH3:24])=[O:21])[CH2:32][CH2:31]3)=[C:8]([CH3:13])[C:6]=2[N:7]=1. Procedure: 2-Chloro-7-methyl-4-morpholinothieno[3,2-d]pyrimidine-6-carbaldehyde 36 (495 mg) was reacted with Boc-piperazine via General Procedure B-3 to give tert-butyl 4-((2-chloro-7-methyl-4-morpholinothieno[3,2-d]pyrimidin-6-yl)methyl)piperazine-1-carboxylate. Starting materials: COC(=O)CBr, O=C([O-])[O-], CC(=O)NC1Cc2ccc(O)cc2C1, CC(C)=O, [K+], [K+]. Yields the product COC(=O)COc1ccc2c(c1)CC(NC(C)=O)C2. As a reaction SMILES: [Br:21][CH2:22][C:23](=[O:24])[O:25][CH3:26].[C:15](=[O:16])([O-:17])[O-:18].[C:1]([CH3:2])(=[O:3])[NH:4][CH:5]1[CH2:6][c:7]2[cH:8][cH:9][c:10]([OH:14])[cH:11][c:12]2[CH2:13]1.[CH3:27][C:28](=[O:29])[CH3:30].[K+:19].[K+:20]>>[C:1]([CH3:2])(=[O:3])[NH:4][CH:5]1[CH2:6][c:7]2[cH:8][cH:9][c:10]([O:14][CH2:22][C:23](=[O:24])[O:25][CH3:26])[cH:11][c:12]2[CH2:13]1. The reactants are CN(C)S(=O)(=O)c1cc(F)ccc1CBr, CN(C)C=O, [N-]=[N+]=[N-], [Na+]. Yields the product CN(C)S(=O)(=O)c1cc(F)ccc1CN=[N+]=[N-]. RXN SMILES: [Br:1][CH2:2][c:3]1[c:4]([S:10](=[O:11])(=[O:12])[N:13]([CH3:14])[CH3:15])[cH:5][c:6]([F:9])[cH:7][cH:8]1.[CH3:20][N:21]([CH3:22])[CH:23]=[O:24].[N-:17]=[N+:18]=[N-:19].[Na+:16]>>[CH2:2]([c:3]1[c:4]([S:10](=[O:11])(=[O:12])[N:13]([CH3:14])[CH3:15])[cH:5][c:6]([F:9])[cH:7][cH:8]1)[N:17]=[N+:18]=[N-:19]. The reactants are [OH-].[Na+] (sodium hydroxide), CC(C#C)(C)N (1,1-Dimethylprop-2-ynylamine), diethyl acetal, BrCC=O (2-bromoacetaldehyde). Solvent: CO (methanol). Run at time 6 hour. Product: diethyl acetal, CC(C#C)(C)NCC=O (2-(1,1-dimethylprop-2-ynylamino)acetaldehyde). RXN SMILES: [CH3:1][C:2]([NH2:6])([CH3:5])[C:3]#[CH:4].Br[CH2:8][CH:9]=[O:10].[OH-].[Na+]>CO>[CH3:1][C:2]([NH:6][CH2:8][CH:9]=[O:10])([CH3:5])[C:3]#[CH:4] |f:2.3|. Procedure details: 1,1-Dimethylprop-2-ynylamine (2.0 mole), the diethyl acetal of 2-bromoacetaldehyde (1.0 mole) and methanol (100 ml) are charged into a glass reaction vessel equipped with a mechanical stirrer, thermometer and reflux condenser. The reaction mixture is heated at reflux with stirring for a period of about 6 hours. After this time the reaction mixture is cooled to room temperature and sodium hydroxide (20 grams) is added. The reaction mixture is then stirred for an additional period of about 16 hour...